From a dataset of the Open Reaction Database (ORD), a public repository of structured organic reaction records. describe an organic reaction: reactants, conditions, products, and yield Reactants: NC(=O)CBr, O=C([O-])[O-], O=C(C1CCNCC1)N(CCCN1CCC(Cc2ccccc2)CC1)c1ccc(Cl)c(Cl)c1, [K+], [K+], CN(C)C=O, O. Yields the product NC(=O)CN1CCC(C(=O)N(CCCN2CCC(Cc3ccccc3)CC2)c2ccc(Cl)c(Cl)c2)CC1. RXN SMILES: [Br:34][CH2:35][C:36](=[O:37])[NH2:38].[C:39](=[O:40])([O-:41])[O-:42].[CH2:1]([c:2]1[cH:3][cH:4][cH:5][cH:6][cH:7]1)[CH:8]1[CH2:9][CH2:10][N:11]([CH2:14][CH2:15][CH2:16][N:17]([C:18](=[O:19])[CH:20]2[CH2:21][CH2:22][NH:23][CH2:24][CH2:25]2)[c:26]2[cH:27][c:28]([Cl:33])[c:29]([Cl:32])[cH:30][cH:31]2)[CH2:12][CH2:13]1.[K+:43].[K+:44].[O:45]=[CH:46][N:47]([CH3:48])[CH3:49].[OH2:50]>>[CH2:1]([c:2]1[cH:3][cH:4][cH:5][cH:6][cH:7]1)[CH:8]1[CH2:9][CH2:10][N:11]([CH2:14][CH2:15][CH2:16][N:17]([C:18](=[O:19])[CH:20]2[CH2:21][CH2:22][N:23]([CH2:35][C:36](=[O:37])[NH2:38])[CH2:24][CH2:25]2)[c:26]2[cH:27][c:28]([Cl:33])[c:29]([Cl:32])[cH:30][cH:31]2)[CH2:12][CH2:13]1. The reactants are CS(C)=O, CCN(C(C)C)C(C)C, CC(=O)c1cc(F)c(F)cc1F, CC(C)OC(=O)N1CCC(ON=C2CCNCC2)CC1. Product: CC(=O)c1cc(F)c(N2CCC(=NOC3CCN(C(=O)OC(C)C)CC3)CC2)cc1F. RXN SMILES: [CH3:42][S:43]([CH3:44])=[O:45].[CH:33]([N:34]([CH2:35][CH3:36])[CH:37]([CH3:38])[CH3:39])([CH3:40])[CH3:41].[F:21][c:22]1[c:23]([C:30]([CH3:31])=[O:32])[cH:24][c:25]([F:29])[c:26]([F:28])[cH:27]1.[NH:1]1[CH2:2][CH2:3][C:4](=[N:7][O:8][CH:9]2[CH2:10][CH2:11][N:12]([C:15](=[O:16])[O:17][CH:18]([CH3:19])[CH3:20])[CH2:13][CH2:14]2)[CH2:5][CH2:6]1>>[N:1]1([c:26]2[c:25]([F:29])[cH:24][c:23]([C:30]([CH3:31])=[O:32])[c:22]([F:21])[cH:27]2)[CH2:2][CH2:3][C:4](=[N:7][O:8][CH:9]2[CH2:10][CH2:11][N:12]([C:15](=[O:16])[O:17][CH:18]([CH3:19])[CH3:20])[CH2:13][CH2:14]2)[CH2:5][CH2:6]1. The reactants are C(C)(=O)O[C@H]1[C@@H](C2=C(OC1(C)C)C=CC(=C2)C#N)N2C(C=C(C=C2)CO[Si](C)(C)C(C)(C)C)=O (trans-3-acetoxy-6-cyano-3,4-dihydro-2,2-dimethyl-4-(1,2-dihydro-2-oxo-4-t-butyldimethylsilyloxymethyl-1-pyridinyl)-2H-benzo[b]pyran), Cl (hydrochloric acid). The solvent is CO (methanol), O1CCOCC1 (dioxane). Product: C(C)(=O)O[C@H]1[C@@H](C2=C(OC1(C)C)C=CC(=C2)C#N)N2C(C=C(C=C2)CO)=O (trans-3-acetoxy-6-cyano-3,4-dihydro-2,2-dimethyl-4-(1,2-dihydro-2-oxo-4-hydroxymethyl-1-pyridinyl)-2H-benzo[b]pyran). Isolated yield 95.8%. RXN SMILES: [C:1]([O:4][C@@H:5]1[C:10]([CH3:12])([CH3:11])[O:9][C:8]2[CH:13]=[CH:14][C:15]([C:17]#[N:18])=[CH:16][C:7]=2[C@H:6]1[N:19]1[CH:24]=[CH:23][C:22]([CH2:25][O:26][Si](C(C)(C)C)(C)C)=[CH:21][C:20]1=[O:34])(=[O:3])[CH3:2].Cl>CO.O1CCOCC1>[C:1]([O:4][C@@H:5]1[C:10]([CH3:12])([CH3:11])[O:9][C:8]2[CH:13]=[CH:14][C:15]([C:17]#[N:18])=[CH:16][C:7]=2[C@H:6]1[N:19]1[CH:24]=[CH:23][C:22]([CH2:25][OH:26])=[CH:21][C:20]1=[O:34])(=[O:3])[CH3:2]. Procedure details: In 15.0 ml of methanol, is dissolved 1.45 g of trans-3-acetoxy-6-cyano-3,4-dihydro-2,2-dimethyl-4-(1,2-dihydro-2-oxo-4-t-butyldimethylsilyloxy-1-pyridinyl)-2H-benzo[b]pyran obtained in Example 4. Then, 3.00 ml of 4N hydrochloric acid in dioxane is added thereto at 0° C. and reacted at room temperature for 2 hours. The reaction mixture is concentrated under reduced pressure, the residue is mixed with water and ethyl acetate, and the product is extracted by ethyl acetate. The organic layer is wash... The reactants are N([C@H](C1=CC=CC=C1)C(=O)N[C@@H](CC1=CC=CC=C1)C(=O)OC)C(=O)OC(C)(C)C (BocDPhg-PheOMe), Cl (hydrogen chloride). The solvent is C(C)(=O)OCC (ethyl acetate). Yields the product N[C@H](C1=CC=CC=C1)C(=O)N[C@@H](CC1=CC=CC=C1)C(=O)OC (HDPhg-PheOMe). Yield: 100.0%. Reaction SMILES: [NH:1](C(OC(C)(C)C)=O)[C@@H:2]([C:9]([NH:11][C@H:12]([C:20]([O:22][CH3:23])=[O:21])[CH2:13][C:14]1[CH:19]=[CH:18][CH:17]=[CH:16][CH:15]=1)=[O:10])[C:3]1[CH:8]=[CH:7][CH:6]=[CH:5][CH:4]=1.Cl>C(OCC)(=O)C>[NH2:1][C@@H:2]([C:9]([NH:11][C@H:12]([C:20]([O:22][CH3:23])=[O:21])[CH2:13][C:14]1[CH:19]=[CH:18][CH:17]=[CH:16][CH:15]=1)=[O:10])[C:3]1[CH:4]=[CH:5][CH:6]=[CH:7][CH:8]=1. Procedure details: Condensation of BocDPhgOH (5.0 g.) and HPheOMe hydrochloride salt (4.3 g.) by the mixed anhydride method using isobutyl chloroformate gave BocDPhg-PheOMe in 98% yield. De-t-butoxycarbonylation of BocDPhg-PheOMe (4.23 g.) using hydrogen chloride in ethyl acetate gave HDPhg-PheOMe in 100% yield. Condensation of BocProOPFP (3.81 g.) and HDPhg-PheOMe hydrochloride salt (3.5 g.) by the activated ester method gave BocPro-DPhg-PheOMe in 74% yield. Hydrazinolysis of Bocpro-DPhg-PheOMe (3.57 g.) gave Boc... Starting materials: Cl (HCl), C(C)OC1=CC(NCCC1)=O (4-ethoxy-6,7-dihydro-1H-azepin-2(5H)-one). The solvent is CC(=O)C (acetone). Run at time 12 hour. Product: N1C(CC(CCC1)=O)=O (azepane-2,4-dione). Yield: 99.8%. Reaction SMILES: Cl.C([O:4][C:5]1[CH2:11][CH2:10][CH2:9][NH:8][C:7](=[O:12])[CH:6]=1)C>CC(C)=O>[NH:8]1[CH2:9][CH2:10][CH2:11][C:5](=[O:4])[CH2:6][C:7]1=[O:12]. Procedure: A solution of 10% aqueous HCl (17 mL) was added to an acetone solution (70 mL) of the 4-ethoxy-6,7-dihydro-1H-azepin-2(5H)-one (2.5 g, 16 mmol) from Example 1 at 25° C. The reaction mixture was stirred for 12 hours. The acetone was removed in vacuo, and the resulting mixture was extracted with CH2Cl2 (10×15 mL). The combined organic extracts were dried (Na2SO4), filtered, and concentrated in vacuo to afforded the crude product as a yellow solid. Purification by flash column chromatography (silic... Reaction SMILES: [C:1](Cl)(Cl)=[O:2].[F:5][C:6]([F:15])([F:14])[CH:7]1[CH2:12][CH2:11][CH2:10][CH:9]([NH2:13])[CH2:8]1>C1(C)C(C)=CC=CC=1>[F:5][C:6]([F:14])([F:15])[CH:7]1[CH2:12][CH2:11][CH2:10][CH:9]([N:13]=[C:1]=[O:2])[CH2:8]1. Product: 62.4, FC(C1CC(CCC1)N=C=O)(F)F (3-trifluoromethylcyclohexyl isocyanate). Run at temperature 0 celsius, time 1 hour. Reactants: 130, C(=O)(Cl)Cl (phosgene), 100, FC(C1CC(CCC1)N)(F)F (3-trifluoromethylcyclohexylamine), C(=O)(Cl)Cl (phosgene). Procedure details: To a stirred solution of 130 parts of phosgene in 450 parts of xylene at 0° to 5°C. is added dropwise a solution of 100 parts of 3-trifluoromethylcyclohexylamine (prepared as in Example 1) in 450 parts of xylene. The reaction mixture is stirred at 0°C. for 1 hour, allowed to come to ambient temperature, and then refluxed 4 hours. The excess phosgene is trapped in a gas scrubber. The xylene is stripped on a rotary evaporator and the residue is distilled under reduced pressure to yield 62.4 parts ... The solvent is C=1(C(=CC=CC1)C)C (xylene), C=1(C(=CC=CC1)C)C (xylene). The reactants are intermediate 3, C(C)(=O)N1C(CC(C2=CC(=CC=C12)Br)NC=O)C ((1-acetyl-6-bromo-2-methyl-1,2,3,4-tetrahydro-4-quinolinyl)formamide), COC(=O)C1=CC=C(C=C1)B(O)O ({4-[(methyloxy)carbonyl]phenyl}boronic acid), solution, C(=O)([O-])[O-].[Na+].[Na+] (Na2CO3). Reagents/catalysts: C=1C=CC(=CC1)[P](C=2C=CC=CC2)(C=3C=CC=CC3)[Pd]([P](C=4C=CC=CC4)(C=5C=CC=CC5)C=6C=CC=CC6)([P](C=7C=CC=CC7)(C=8C=CC=CC8)C=9C=CC=CC9)[P](C=1C=CC=CC1)(C=1C=CC=CC1)C=1C=CC=CC1 (palladium tetrakis). The solvent is COCCOC (DME). Reaction conditions: time 10 minute. Product: C(C)(=O)N1C(CC(C2=CC(=CC=C12)C1=CC=C(C(=O)OC)C=C1)NC=O)C (Methyl 4-[1-acetyl-4-(formylamino)-2-methyl-1,2,3,4-tetrahydro-6-quinolinyl]benzoate). Yield: 88.3%. RXN SMILES: [C:1]([N:4]1[C:13]2[C:8](=[CH:9][C:10](Br)=[CH:11][CH:12]=2)[CH:7]([NH:15][CH:16]=[O:17])[CH2:6][CH:5]1[CH3:18])(=[O:3])[CH3:2].[CH3:19][O:20][C:21]([C:23]1[CH:28]=[CH:27][C:26](B(O)O)=[CH:25][CH:24]=1)=[O:22].C([O-])([O-])=O.[Na+].[Na+]>COCCOC.C1C=CC([P]([Pd]([P](C2C=CC=CC=2)(C2C=CC=CC=2)C2C=CC=CC=2)([P](C2C=CC=CC=2)(C2C=CC=CC=2)C2C=CC=CC=2)[P](C2C=CC=CC=2)(C2C=CC=CC=2)C2C=CC=CC=2)(C2C=CC=CC=2)C2C=CC=CC=2)=CC=1>[C:1]([N:4]1[C:13]2[C:8](=[CH:9][C:10]([C:26]3[CH:27]=[CH:28][C:23]([C:21]([O:20][CH3:19])=[O:22])=[CH:24][CH:25]=3)=[CH:11][CH:12]=2)[CH:7]([NH:15][CH:16]=[O:17])[CH2:6][CH:5]1[CH3:18])(=[O:3])[CH3:2] |f:2.3.4,^1:47,49,68,87|. Reported procedure: To a suspension of intermediate 3 (1-acetyl-6-bromo-2-methyl-1,2,3,4-tetrahydro-4-quinolinyl)formamide (62.24 g) in DME (600 ml) was added palladium tetrakis (11.56 g) at room temperature. After 10 min of stirring, were added {4-[(methyloxy)carbonyl]phenyl}boronic acid (54 g) and a 2N solution of Na2CO3 (300 mL) and the mixture was stirred heated to reflux for 16 h. The mixture was concentrated under reduced pressure. After addition of 200 ml of DCM to the residue, the product precipitated, it w... Reactants: ClCCCCC1(C(NC2=CC=CC=C12)=O)CC (3-(4-chlorobutyl)-3-ethyl-1,3-dihydro-2H-indol-2-one), FC1=CC(=C(C=C1)N1CCNCC1)C (1-(4-fluoro-2-methylphenyl)-piperazine). Yields the product Cl.C(C)C1(C(NC2=CC=CC=C12)=O)CCCCN1CCN(CC1)C1=C(C=C(C=C1)F)C (3-Ethyl-3-{4-[4-(4-fluoro-2-methylphenyl)-piperazin-1-yl]-butyl}-1,3-dihydro-2H-indol-2-one monohydrochloride). Reaction SMILES: [Cl:1][CH2:2][CH2:3][CH2:4][CH2:5][C:6]1([CH2:16][CH3:17])[C:14]2[C:9](=[CH:10][CH:11]=[CH:12][CH:13]=2)[NH:8][C:7]1=[O:15].[F:18][C:19]1[CH:24]=[CH:23][C:22]([N:25]2[CH2:30][CH2:29][NH:28][CH2:27][CH2:26]2)=[C:21]([CH3:31])[CH:20]=1>>[ClH:1].[CH2:16]([C:6]1([CH2:5][CH2:4][CH2:3][CH2:2][N:28]2[CH2:27][CH2:26][N:25]([C:22]3[CH:23]=[CH:24][C:19]([F:18])=[CH:20][C:21]=3[CH3:31])[CH2:30][CH2:29]2)[C:14]2[C:9](=[CH:10][CH:11]=[CH:12][CH:13]=2)[NH:8][C:7]1=[O:15])[CH3:17] |f:2.3|. Reported procedure: The title compound is prepared according to process H by applying processing method 2 from the starting compounds 3-(4-chlorobutyl)-3-ethyl-1,3-dihydro-2H-indol-2-one and 1-(4-fluoro-2-methylphenyl)-piperazine. Procedure details: In a second synthetic route to CVL, which is also a multi-step synthesis, 4-dimethylaminobenzaldehyde is reacted with 3-dimethylaminobenzoic acid to obtain 3-(4-dimethylaminophenyl)-6-dimethylaminophthalide in the first step. In a second step, the 3-(4-dimethylaminophenyl)-6-dimethylaminophthalide from step one is interacted with N,N-dimethylaniline in the presence of a Friedel-Crafts type catalyst to obtain 2-[bis(4-dimethylaminophenyl)methyl]-5-dimethylaminobenzoic acid. In a third step, the b... The product is CN(C1=CC=C(C=C1)C(C1=C(C(=O)O)C=C(C=C1)N(C)C)C1=CC=C(C=C1)N(C)C)C (2-[bis(4-dimethylaminophenyl)methyl]-5-dimethylaminobenzoic acid). Starting materials: CN(C1=CC=C(C=C1)C1OC(=O)C2=CC(=CC=C12)N(C)C)C (3-(4-dimethylaminophenyl)-6-dimethylaminophthalide), CN(C1=CC=CC=C1)C (N,N-dimethylaniline). RXN SMILES: [CH3:1][N:2]([CH3:22])[C:3]1[CH:8]=[CH:7][C:6]([CH:9]2[C:18]3[C:13](=[CH:14][C:15]([N:19]([CH3:21])[CH3:20])=[CH:16][CH:17]=3)[C:11](=[O:12])[O:10]2)=[CH:5][CH:4]=1.[CH3:23][N:24]([CH3:31])[C:25]1[CH:30]=[CH:29][CH:28]=[CH:27][CH:26]=1>>[CH3:1][N:2]([CH3:22])[C:3]1[CH:8]=[CH:7][C:6]([CH:9]([C:28]2[CH:29]=[CH:30][C:25]([N:24]([CH3:31])[CH3:23])=[CH:26][CH:27]=2)[C:18]2[CH:17]=[CH:16][C:15]([N:19]([CH3:21])[CH3:20])=[CH:14][C:13]=2[C:11]([OH:10])=[O:12])=[CH:5][CH:4]=1.